From a dataset of the Open Reaction Database (ORD), a public repository of structured organic reaction records. describe an organic reaction: reactants, conditions, products, and yield Starting materials: [Cl-].[NH4+] (ammonium chloride), BrC1=CC(=C(C(=O)O)C=C1)[N+](=O)[O-] (4-bromo-2-nitrobenzoic acid). Reagents/catalysts: [Fe] (Iron). Run in C(C)O (ethanol), O (water). Reaction conditions: time 6 hour. The product is NC1=C(C(=O)O)C=CC(=C1)Br (2-Amino-4-bromobenzoic acid). Reaction SMILES: [Cl-].[NH4+].[Br:3][C:4]1[CH:12]=[CH:11][C:7]([C:8]([OH:10])=[O:9])=[C:6]([N+:13]([O-])=O)[CH:5]=1>C(O)C.O.[Fe]>[NH2:13][C:6]1[CH:5]=[C:4]([Br:3])[CH:12]=[CH:11][C:7]=1[C:8]([OH:10])=[O:9] |f:0.1|. Procedure: Iron powder (4.15 g, 74.38 mmol) and ammonium chloride (3.32 g, 62.0 mmol) were added to a solution of 4-bromo-2-nitrobenzoic acid [J. Am. Chem. Soc. 1952, 74, 5621] (3.05 g, 12.4 mmol) in ethanol (50 mL) and water (25 mL) and the mixture was heated at reflux. After 6 h, the reaction was filtered, washed with ethanol, and concentrated in vacuo. The crude material was dissolved in water (150 mL) and concentrated HCl (30 mL) and stirred at ambient temperature for 16 h. The mixture was extracted wi... Starting materials: C, CCO, O=[N+]([O-])c1cccc(N2CCC(C(c3ccccc3)c3ccccc3)CC2)c1, [Pd]. Product: Nc1cccc(N2CCC(C(c3ccccc3)c3ccccc3)CC2)c1. RXN SMILES: [C:32].[CH3:29][CH2:30][OH:31].[N+:1]([O-:2])(=[O:3])[c:4]1[cH:5][c:6]([N:10]2[CH2:11][CH2:12][CH:13]([CH:16]([c:17]3[cH:18][cH:19][cH:20][cH:21][cH:22]3)[c:23]3[cH:24][cH:25][cH:26][cH:27][cH:28]3)[CH2:14][CH2:15]2)[cH:7][cH:8][cH:9]1.[Pd:33]>>[NH2:1][c:4]1[cH:5][c:6]([N:10]2[CH2:11][CH2:12][CH:13]([CH:16]([c:17]3[cH:18][cH:19][cH:20][cH:21][cH:22]3)[c:23]3[cH:24][cH:25][cH:26][cH:27][cH:28]3)[CH2:14][CH2:15]2)[cH:7][cH:8][cH:9]1. Reactants: C(C)OC(=N)C1=CC=C(C(=O)N2CCC(CC2)N2C(=O)CCC3=CC=CC=C23)C=C1 (1-{1-[4-(1-Ethoxy-1-iminomethyl)benzoyl]-4-piperidinyl}-3,4-dihydrocarbostyril), CO (methanol), N (ammonia). Run at time 8 hour. The product is C(N)(=O)C1(CCNCC1)N1C(=O)CCC2=CC=CC=C12 (1-(4-carbamoyl-4-piperidinyl]-3,4-dihydrocarbostyril). Reaction SMILES: C(OC(C1C=CC(C([N:12]2[CH2:17][CH2:16][CH:15]([N:18]3[C:28]4[C:23](=[CH:24][CH:25]=[CH:26][CH:27]=4)[CH2:22][CH2:21][C:19]3=[O:20])[CH2:14][CH2:13]2)=O)=CC=1)=N)C.[NH3:31].[CH3:32][OH:33]>>[C:32]([C:15]1([N:18]2[C:28]3[C:23](=[CH:24][CH:25]=[CH:26][CH:27]=3)[CH2:22][CH2:21][C:19]2=[O:20])[CH2:16][CH2:17][NH:12][CH2:13][CH2:14]1)(=[O:33])[NH2:31]. Reported procedure: 1-{1-[4-(1-Ethoxy-1-iminomethyl)benzoyl]-4-piperidinyl}-3,4-dihydrocarbostyril (1 g) is dissolved in methanol (10 ml) and thereto is added aqueous ammonia (10 ml) and the mixture is stirred at room temperature overnight. The solvent is concentrated and water is added to the residue. The mixture is extracted with chloroform, dried with sodium carbonate, concentrated and then purified by silica gel column chromatography (solvent: chloroform:methanol=10:1) and recrystallized from ethanol/n-hexane t... Starting materials: O=C([O-])[O-], CN(C)C=O, CCOC(C)=O, Clc1ncccn1, CCOC(=O)CCCOc1cnc(N(Cc2cc(C(F)(F)F)cc(C(F)(F)F)c2)Cc2cc(C(F)(F)F)ccc2O)nc1, [K+], [K+], O. Yields the product CCOC(=O)CCCOc1cnc(N(Cc2cc(C(F)(F)F)cc(C(F)(F)F)c2)Cc2cc(C(F)(F)F)ccc2Oc2ncccn2)nc1. RXN SMILES: [C:51](=[O:52])([O-:53])[O-:54].[CH3:58][N:59]([CH3:60])[CH:61]=[O:62].[CH3:63][CH2:64][O:65][C:66](=[O:67])[CH3:68].[Cl:44][c:45]1[n:46][cH:47][cH:48][cH:49][n:50]1.[F:1][C:2]([c:3]1[cH:4][c:5]([CH2:6][N:7]([c:8]2[n:9][cH:10][c:11]([O:14][CH2:15][CH2:16][CH2:17][C:18](=[O:19])[O:20][CH2:21][CH3:22])[cH:12][n:13]2)[CH2:23][c:24]2[c:25]([OH:34])[cH:26][cH:27][c:28]([C:30]([F:31])([F:32])[F:33])[cH:29]2)[cH:35][c:36]([C:38]([F:39])([F:40])[F:41])[cH:37]1)([F:42])[F:43].[K+:55].[K+:56].[OH2:57]>>[F:1][C:2]([c:3]1[cH:4][c:5]([CH2:6][N:7]([c:8]2[n:9][cH:10][c:11]([O:14][CH2:15][CH2:16][CH2:17][C:18](=[O:19])[O:20][CH2:21][CH3:22])[cH:12][n:13]2)[CH2:23][c:24]2[c:25]([O:34][c:45]3[n:46][cH:47][cH:48][cH:49][n:50]3)[cH:26][cH:27][c:28]([C:30]([F:31])([F:32])[F:33])[cH:29]2)[cH:35][c:36]([C:38]([F:39])([F:40])[F:41])[cH:37]1)([F:42])[F:43]. Reactants: O1CCC(=CC1)C=1C=C(C(=NC1)NC=1C=NC(=C(C1)F)OC)C1=NC(=NC(=N1)C)N(CC1=CC=C(C=C1)OC)CC1=CC=C(C=C1)OC (4-(5-(3,6-dihydro-2H-pyran-4-yl)-2-(5-fluoro-6-methoxypyridin-3-ylamino)pyridin-3-yl)-N,N-bis(4-methoxybenzyl)-6-methyl-1,3,5-triazin-2-amine), FC(S(=O)(=O)O)(F)F (trifluoromethanesulfonic acid). Solvent: C(=O)(C(F)(F)F)O (TFA). Conditions: temperature 80 celsius. The product is O1CCC(=CC1)C=1C=C(C(=NC1)NC=1C=NC(=C(C1)F)OC)C1=NC(=NC(=N1)C)N (4-(5-(3,6-dihydro-2H-pyran-4-yl)-2-(5-fluoro-6-methoxypyridin-3-ylamino)pyridin-3-yl)-6-methyl-1,3,5-triazin-2-amine). Isolated yield 79.5%. As a reaction SMILES: [O:1]1[CH2:6][CH:5]=[C:4]([C:7]2[CH:8]=[C:9]([C:23]3[N:28]=[C:27]([CH3:29])[N:26]=[C:25]([N:30](CC4C=CC(OC)=CC=4)CC4C=CC(OC)=CC=4)[N:24]=3)[C:10]([NH:13][C:14]3[CH:15]=[N:16][C:17]([O:21][CH3:22])=[C:18]([F:20])[CH:19]=3)=[N:11][CH:12]=2)[CH2:3][CH2:2]1.FC(F)(F)S(O)(=O)=O>C(O)(C(F)(F)F)=O>[O:1]1[CH2:2][CH:3]=[C:4]([C:7]2[CH:8]=[C:9]([C:23]3[N:28]=[C:27]([CH3:29])[N:26]=[C:25]([NH2:30])[N:24]=3)[C:10]([NH:13][C:14]3[CH:15]=[N:16][C:17]([O:21][CH3:22])=[C:18]([F:20])[CH:19]=3)=[N:11][CH:12]=2)[CH2:5][CH2:6]1. Reported procedure: A solution of 4-(5-(3,6-dihydro-2H-pyran-4-yl)-2-(5-fluoro-6-methoxypyridin-3-ylamino)pyridin-3-yl)-N,N-bis(4-methoxybenzyl)-6-methyl-1,3,5-triazin-2-amine (140 mg, 0.215 mmol) in 3 mL of TFA was treated with 0.15 mL of trifluoromethanesulfonic acid and heated at 80° C. in an oil bath for 3 h. It was concentrated and the dark residue was stirred in 15 mL of EtOAc then treated with 5 mL of 1 N NaOH. The aqueous layer was extracted with 2×10 mL of DCM. The combined EtOAc extracts and DCM extracts ... Starting materials: O=C([O-])[O-], CC(=O)OCC1CC(CC(=O)N(C(C)C)C(C)C)OC(C)(C)O1, CO, [K+], [K+]. The product is CC(C)N(C(=O)CC1CC(CO)OC(C)(C)O1)C(C)C. As a reaction SMILES: [C:1](=[O:2])([O-:3])[O-:4].[C:7](=[O:8])([CH3:9])[O:10][CH2:11][CH:12]1[O:13][C:14]([CH3:28])([CH3:29])[O:15][CH:16]([CH2:18][C:19]([N:20]([CH:21]([CH3:22])[CH3:23])[CH:24]([CH3:25])[CH3:26])=[O:27])[CH2:17]1.[CH3:30][OH:31].[K+:5].[K+:6]>>[OH:10][CH2:11][CH:12]1[O:13][C:14]([CH3:28])([CH3:29])[O:15][CH:16]([CH2:18][C:19]([N:20]([CH:21]([CH3:22])[CH3:23])[CH:24]([CH3:25])[CH3:26])=[O:27])[CH2:17]1. The reactants are NC1=C(C(=O)N)C=C(C=N1)Cl (2-amino-5-chloronicotinamide), BrCC1=C(C=CC=C1)S(=O)(=O)C1CCCC1 (1-(bromomethyl)-2-(cyclopentylsulfonyl)benzene), C(C)(=O)OCC (ethyl acetate). The solvent is CN(C)C=O (DMF). Product: Cl.ClC=1C=C(C(N(C1)CC1=C(C=CC=C1)S(=O)(=O)C1CCCC1)=N)C(=O)N (5-chloro-1-[2-(cyclopentylsulfonyl)benzyl]-2-imino-1,2-dihydropyridine-3-carboxamide hydrochloride). Yield: 70.0%. As a reaction SMILES: [NH2:1][C:2]1[N:10]=[CH:9][C:8]([Cl:11])=[CH:7][C:3]=1[C:4]([NH2:6])=[O:5].Br[CH2:13][C:14]1[CH:19]=[CH:18][CH:17]=[CH:16][C:15]=1[S:20]([CH:23]1[CH2:27][CH2:26][CH2:25][CH2:24]1)(=[O:22])=[O:21].C(OCC)(=O)C>CN(C=O)C>[ClH:11].[Cl:11][C:8]1[CH:7]=[C:3]([C:4]([NH2:6])=[O:5])[C:2](=[NH:1])[N:10]([CH2:13][C:14]2[CH:19]=[CH:18][CH:17]=[CH:16][C:15]=2[S:20]([CH:23]2[CH2:24][CH2:25][CH2:26][CH2:27]2)(=[O:22])=[O:21])[CH:9]=1 |f:4.5|. Procedure: 1H NMR (300 MHz, CDCl3) δ ppm 1.59-1.73 (2H, m) 1.77-1.97 (4H, m) 1.99-2.17 (2H, m) 3.84-4.02 (1H, m) 5.07 (2H, s) 7.40-7.54 (1H, m) 7.56-7.67 (2H, m) 8.01 (1H, d, J=7.72 Hz). (Step 4) A solution of 2-amino-5-chloronicotinamide (200 mg) and 1-(bromomethyl)-2-(cyclopentylsulfonyl)benzene obtained in Step 3 (530 mg) in DMF (5 ml) was stirred at 90° C. for 20 hr. The mixture was allowed to cool to room temperature, ethyl acetate was added, and the precipitated crystals were collected by filtration....